Dataset: the Open Reaction Database (ORD), a public repository of structured organic reaction records. Task: describe an organic reaction: reactants, conditions, products, and yield The reactants are C[C@@]1([C@@H](N2C(C[C@H]2S1(=O)=O)=O)C(=O)OC(C1=CC=CC=C1)C1=CC=CC=C1)/C=C\1/C(N(CC1)CC(F)(F)F)=O (benzhydryl (E)-(2S,3S,5R)-3-methyl-3-[2-oxo-1-(2,2,2-trifluoro-ethyl)-pyrrolidin-3-ylidenemethyl]-4,4,7-trioxo-4-thia-1-aza-bicyclo[3.2.0]heptane-2-carboxylate), colorless crystal, [K+].[Br-] (KBr). Yields the product C[C@@]1([C@@H](N2C(C[C@H]2S1(=O)=O)=O)C(=O)O)/C=C\1/C(N(CC1)CC(F)(F)F)=O ((E)-(2S,3S,5R)-3-Methyl-3-[2-oxo-1-(2,2,2-trifluoro-ethyl)-pyrrolidin-3-ylidenemethyl]-4,4,7-trioxo-4-thia-1-aza-bicyclo[3.2.0]heptane-2-carboxylic acid). Reaction SMILES: [CH3:1][C@@:2]1(/[CH:28]=[C:29]2/[C:30](=[O:39])[N:31]([CH2:34][C:35]([F:38])([F:37])[F:36])[CH2:32][CH2:33]/2)[S:8](=[O:10])(=[O:9])[C@H:7]2[N:4]([C:5](=[O:11])[CH2:6]2)[C@H:3]1[C:12]([O:14]C(C1C=CC=CC=1)C1C=CC=CC=1)=[O:13].[K+].[Br-]>>[CH3:1][C@@:2]1(/[CH:28]=[C:29]2/[C:30](=[O:39])[N:31]([CH2:34][C:35]([F:38])([F:37])[F:36])[CH2:32][CH2:33]/2)[S:8](=[O:10])(=[O:9])[C@H:7]2[N:4]([C:5](=[O:11])[CH2:6]2)[C@H:3]1[C:12]([OH:14])=[O:13] |f:1.2|. Procedure: 192 mg (0.34 mmol) of benzhydryl (E)-(2S,3S,5R)-3-methyl-3-[2-oxo-1-(2,2,2-trifluoro-ethyl)-pyrrolidin-3-ylidenemethyl]-4,4,7-trioxo-4-thia-1-aza-bicyclo[3.2.0]heptane-2-carboxylate were deprotected analogously to Example 11. Yield: 78 mg (59%) of colorless crystal powder MS: (M+NH4)+ 414.4 IR (KBr): 2800(br), 1790, 1729, 1674, 1646, 1321, 1166 cm-1 The reactants are C(=O)([O-])[O-].[Na+].[Na+] (Na2CO3), CC1(C2C3C=CC(C2CCC1)C3)O (3-methyl-tricyclo[6.2.1.02,7 ]undec-9-en-3-ol). The solvent is saturated aqueous solution. Reaction conditions: time 3 day. Yields the product C(=O)OC1(C2C3C=CC(C2CCC1)C3)C (3-Methyl-tricyclo[6.2.1.02,7 ]undec-9-en-3-yl formate). Isolated yield 58.0%. As a reaction SMILES: [CH3:1][C:2]1([OH:13])[CH2:11][CH2:10][CH2:9][CH:8]2[CH:3]1[CH:4]1[CH2:12][CH:7]2[CH:6]=[CH:5]1.[C:14]([O-])([O-])=[O:15].[Na+].[Na+]>>[CH:14]([O:13][C:2]1([CH3:1])[CH2:11][CH2:10][CH2:9][CH:8]2[CH:3]1[CH:4]1[CH2:12][CH:7]2[CH:6]=[CH:5]1)=[O:15] |f:1.2.3|. Reported procedure: 7.4 g (0.042 mole) of 3-methyl-tricyclo[6.2.1.02,7 ]undec-9-en-3-ol--see Example 1--were then added to the above mixture, the whole mixture being stirred during 3 days at room temperature. The obtained mixture was then decomposed by the addition of 100 ml of a saturated aqueous solution of Na2CO3, extracted with ether (3×50 ml), washed with water (3×50 ml) and dried over Na2SO4. After evaporation there were obtained 8 g of crude material which by distillation at 0.02 Torr gave the desired compou... The reactants are CC(=O)O, N#Cc1ccc(F)c([N+](=O)[O-])c1. Yields the product N#Cc1ccc(F)c(N)c1. Reaction SMILES: [C:13]([OH:14])(=[O:15])[CH3:16].[F:1][c:2]1[c:3]([N+:10]([O-:11])=[O:12])[cH:4][c:5]([C:6]#[N:7])[cH:8][cH:9]1>>[F:1][c:2]1[c:3]([NH2:10])[cH:4][c:5]([C:6]#[N:7])[cH:8][cH:9]1. Starting materials: C(=O)C=1C=C(C=CC1)C1=NC(=NO1)C1=CC(=C(OCC(CNC(CO)=O)O)C(=C1)C)C (rac-N-(3-{4-[5-(3-formyl-phenyl)-[1,2,4]oxadiazol-3-yl]-2,6-dimethyl-phenoxy}-2-hydroxy-propyl)-2-hydroxy-acetamide), C(=O)C1=C(C=C(C(=O)O)C=C1)C (4-formyl-3-methyl benzoic acid), C(C)C1=C(OC[C@H](CNC(CO)=O)O)C(=CC(=C1)C(NO)=N)C (N—((S)-3-[2-ethyl-4-(N-hydroxycarbamimidoyl)-6-methyl-phenoxy]-2-hydroxy-propyl)-2-hydroxy-acetamide). Product: C(C)C1=C(OC[C@H](CNC(CO)=O)O)C(=CC(=C1)C1=NOC(=N1)C1=CC(=C(C=C1)C=O)C)C (N—((S)-3-{2-ethyl-4-[5-(4-formyl-3-methyl-phenyl)-[1,2,4]oxadiazol-3-yl]-6-methyl-phenoxy}-2-hydroxy-propyl)-2-hydroxy-acetamide). Reaction SMILES: C(C1C=C(C2ON=C(C3C=C(C)C(OCC(O)CNC(=O)CO)=C(C)C=3)N=2)C=CC=1)=O.[CH:32]([C:34]1[CH:42]=[CH:41][C:37]([C:38]([OH:40])=O)=[CH:36][C:35]=1[CH3:43])=[O:33].[CH2:44]([C:46]1[CH:61]=[C:60]([C:62](=[NH:65])[NH:63]O)[CH:59]=[C:58]([CH3:66])[C:47]=1[O:48][CH2:49][C@@H:50]([OH:57])[CH2:51][NH:52][C:53](=[O:56])[CH2:54][OH:55])[CH3:45]>>[CH2:44]([C:46]1[CH:61]=[C:60]([C:62]2[N:65]=[C:38]([C:37]3[CH:41]=[CH:42][C:34]([CH:32]=[O:33])=[C:35]([CH3:43])[CH:36]=3)[O:40][N:63]=2)[CH:59]=[C:58]([CH3:66])[C:47]=1[O:48][CH2:49][C@@H:50]([OH:57])[CH2:51][NH:52][C:53](=[O:56])[CH2:54][OH:55])[CH3:45]. Procedure details: The title compound was prepared in analogy to rac-N-(3-{4-[5-(3-formyl-phenyl)-[1,2,4]oxadiazol-3-yl]-2,6-dimethyl-phenoxy}-2-hydroxy-propyl)-2-hydroxy-acetamide, starting from 4-formyl-3-methyl benzoic acid and N—((S)-3-[2-ethyl-4-(N-hydroxycarbamimidoyl)-6-methyl-phenoxy]-2-hydroxy-propyl)-2-hydroxy-acetamide. LC-MS: tR=0.68 min; [M+1]+=454.26; 1H NMR (D6-DMSO): δ 1.24 (t, J=7.5 Hz, 3H), 2.36 (s, 3H), 2.78 (s, 3H), 3.23-3.30 (m, 1H), 3.41-3.48 (m, 1H), 3.72-3.81 (m, 2H), 3.84 (d, J=5.3 Hz, 2H)... Reactants: CCOC(C)=O, CCCC(C=O)N(Cc1ccccc1)Cc1ccccc1, CCOC(C)=O, CO, CCCCCC, [Na+], N#C[Na], O, O=S([O-])O. Product: CCCC(C(O)C#N)N(Cc1ccccc1)Cc1ccccc1. As a reaction SMILES: [C:45]([O:46][CH2:47][CH3:48])(=[O:49])[CH3:50].[CH2:1]([c:2]1[cH:3][cH:4][cH:5][cH:6][cH:7]1)[N:8]([CH:9]([CH:10]=[O:11])[CH2:12][CH2:13][CH3:14])[CH2:15][c:16]1[cH:17][cH:18][cH:19][cH:20][cH:21]1.[CH3:30][CH2:31][O:32][C:33](=[O:34])[CH3:35].[CH3:36][OH:37].[CH3:39][CH2:40][CH2:41][CH2:42][CH2:43][CH3:44].[Na+:26].[Na:27][C:28]#[N:29].[OH2:38].[S:22](=[O:23])([OH:24])[O-:25]>>[CH2:1]([c:2]1[cH:3][cH:4][cH:5][cH:6][cH:7]1)[N:8]([CH:9]([CH:10]([OH:11])[C:28]#[N:29])[CH2:12][CH2:13][CH3:14])[CH2:15][c:16]1[cH:17][cH:18][cH:19][cH:20][cH:21]1. Reactants: CCS(=O)(=O)N(Cc1cccnc1)c1cccc(CBr)c1, O=C([O-])[O-], COc1ccccc1B(O)O, COCCOC, [Na+], [Na+]. Yields the product CCS(=O)(=O)N(Cc1cccnc1)c1cccc(Cc2ccccc2OC)c1. As a reaction SMILES: [Br:1][CH2:2][c:3]1[cH:4][c:5]([N:9]([S:10](=[O:11])(=[O:12])[CH2:13][CH3:14])[CH2:15][c:16]2[cH:17][n:18][cH:19][cH:20][cH:21]2)[cH:6][cH:7][cH:8]1.[C:33](=[O:34])([O-:35])[O-:36].[CH3:22][O:23][c:24]1[c:25]([B:30]([OH:31])[OH:32])[cH:26][cH:27][cH:28][cH:29]1.[CH3:39][O:40][CH2:41][CH2:42][O:43][CH3:44].[Na+:37].[Na+:38]>>[CH2:2]([c:3]1[cH:4][c:5]([N:9]([S:10](=[O:11])(=[O:12])[CH2:13][CH3:14])[CH2:15][c:16]2[cH:17][n:18][cH:19][cH:20][cH:21]2)[cH:6][cH:7][cH:8]1)[c:25]1[c:24]([O:23][CH3:22])[cH:29][cH:28][cH:27][cH:26]1. Starting materials: COC1=C(C=C(C=C1)C=CC1=NC(=NO1)CCC)NS(=O)(=O)C (N-{2-Methoxy-5-[2-(3-propyl-[1,2,4]oxadiazol-5-yl)-vinyl]-phenyl}-methane sulfonamide), COC1=C(C=C(C=C1)C=CC1=NC(=NO1)CCC)NS(=O)(=O)C (N-{2-Methoxy-5-[2-(3-propyl-[1,2,4]oxadiazol-5-yl)-vinyl]-phenyl}-methane sulfonamide), B(Br)(Br)Br (boron tribromide). Solvent: ClCCl (dichloromethane), ClCCl (dichloromethane). Run at temperature -78 celsius, time 1.5 hour. Yields the product OC1=C(C=C(C=C1)C=CC1=NC(=NO1)CCC)NS(=O)(=O)C (N-{2-Hydroxy-5-[2-(3-propyl-[1,2,4]oxadiazol-5-yl)-vinyl]-phenyl}-methanesulfonamide). As a reaction SMILES: C[O:2][C:3]1[CH:8]=[CH:7][C:6]([CH:9]=[CH:10][C:11]2[O:15][N:14]=[C:13]([CH2:16][CH2:17][CH3:18])[N:12]=2)=[CH:5][C:4]=1[NH:19][S:20]([CH3:23])(=[O:22])=[O:21].B(Br)(Br)Br>ClCCl>[OH:2][C:3]1[CH:8]=[CH:7][C:6]([CH:9]=[CH:10][C:11]2[O:15][N:14]=[C:13]([CH2:16][CH2:17][CH3:18])[N:12]=2)=[CH:5][C:4]=1[NH:19][S:20]([CH3:23])(=[O:22])=[O:21]. Procedure details: N-{2-Methoxy-5-[2-(3-propyl-[1,2,4]oxadiazol-5-yl)-vinyl]-phenyl}-methane sulfonamide (compound of Example 9; 0.08 g, 0.23 mmol) was dissolved in dichloromethane (7 mL) and cooled to −78° C. A solution of boron tribromide in dichloromethane (0.15 mL, 1.61 mmol) was cooled to −78° C. and slowly added to the reaction mixture. After 1.5 h, the reaction mixture was warmed to room temperature and stirred for 3 h. At the end of 3 h, the mixture was quenched by dropwise addition of methanol (5 mL) at 0... The reactants are [Br-], CON(C)C(=O)c1sc(-c2ccc(C(F)(F)F)cc2)nc1C(C)C, C[Mg+], C1CCOC1. The product is CC(=O)c1sc(-c2ccc(C(F)(F)F)cc2)nc1C(C)C. Reaction SMILES: [Br-:25].[CH3:1][O:2][N:3]([C:4](=[O:5])[c:6]1[c:7]([CH:21]([CH3:22])[CH3:23])[n:8][c:9](-[c:11]2[cH:12][cH:13][c:14]([C:17]([F:18])([F:19])[F:20])[cH:15][cH:16]2)[s:10]1)[CH3:24].[CH3:26][Mg+:27].[O:28]1[CH2:29][CH2:30][CH2:31][CH2:32]1>>[C:4](=[O:5])([c:6]1[c:7]([CH:21]([CH3:22])[CH3:23])[n:8][c:9](-[c:11]2[cH:12][cH:13][c:14]([C:17]([F:18])([F:19])[F:20])[cH:15][cH:16]2)[s:10]1)[CH3:26]. Starting materials: ClC(Cl)Cl, COC(=O)c1ccc2nc(C)n(Cc3ccc(SC)cc3Cl)c2n1, O=C(OO)c1cccc(Cl)c1, ClCCl. Product: COC(=O)c1ccc2nc(C)n(Cc3ccc(S(C)=O)cc3Cl)c2n1. RXN SMILES: [CH:39]([Cl:40])([Cl:41])[Cl:42].[Cl:1][c:2]1[c:3]([CH2:4][n:5]2[c:6]([CH3:18])[n:7][c:8]3[c:9]2[n:10][c:11]([C:14](=[O:15])[O:16][CH3:17])[cH:12][cH:13]3)[cH:19][cH:20][c:21]([S:23][CH3:24])[cH:22]1.[Cl:25][c:26]1[cH:27][cH:28][cH:29][c:30]([C:31]([O:32][OH:34])=[O:33])[cH:35]1.[Cl:36][CH2:37][Cl:38]>>[Cl:1][c:2]1[c:3]([CH2:4][n:5]2[c:6]([CH3:18])[n:7][c:8]3[c:9]2[n:10][c:11]([C:14](=[O:15])[O:16][CH3:17])[cH:12][cH:13]3)[cH:19][cH:20][c:21]([S:23]([CH3:24])=[O:33])[cH:22]1. The reactants are BrC=1C(C2=CC(=CC=C2C1C1=C(C=C(C=C1)F)F)OCCN1CCS(CC1)(=O)=O)=O (2-Bromo-3-(2,4-difluorophenyl)-6-[2-(1,1-dioxothiomorpholin-4-yl)ethoxy]-1H-inden-1-one), O1CCN(CC1)CCOC1=CC=C2C(=C(C(C2=C1)=O)Br)C1=CC=CC=C1 (6-(2-morpholinoethoxy)-2-bromo-3-phenyl-1H-inden-1-one), N1=CC(=CC2=CC=CC=C12)B(O)O (3-quinolinylboronic acid). The product is FC1=C(C=CC(=C1)F)C1=C(C(C2=CC(=CC=C12)OCCN1CCS(CC1)(=O)=O)=O)C=1C=NC2=CC=CC=C2C1 (3-(2,4-difluorophenyl)-6-[2-(1,1-dioxothiomorpholin-4-yl)ethoxy]-2-(quinolin-3-yl)-1H-inden-1-one). Reaction SMILES: Br[C:2]1[C:3](=[O:30])[C:4]2[C:9]([C:10]=1[C:11]1[CH:16]=[CH:15][C:14]([F:17])=[CH:13][C:12]=1[F:18])=[CH:8][CH:7]=[C:6]([O:19][CH2:20][CH2:21][N:22]1[CH2:27][CH2:26][S:25](=[O:29])(=[O:28])[CH2:24][CH2:23]1)[CH:5]=2.O1CCN(CCOC2C=C3C(C(C4C=CC=CC=4)=C(Br)C3=O)=CC=2)CC1.[N:57]1[C:66]2[C:61](=[CH:62][CH:63]=[CH:64][CH:65]=2)[CH:60]=[C:59](B(O)O)[CH:58]=1>>[F:18][C:12]1[CH:13]=[C:14]([F:17])[CH:15]=[CH:16][C:11]=1[C:10]1[C:9]2[C:4](=[CH:5][C:6]([O:19][CH2:20][CH2:21][N:22]3[CH2:27][CH2:26][S:25](=[O:28])(=[O:29])[CH2:24][CH2:23]3)=[CH:7][CH:8]=2)[C:3](=[O:30])[C:2]=1[C:59]1[CH:58]=[N:57][C:66]2[C:61]([CH:60]=1)=[CH:62][CH:63]=[CH:64][CH:65]=2. The yield is 74.0%. Procedure: The procedure of Step 7 of Example 1 was repeated except for using 2-bromo-3-(2,4-difluorophenyl)-6-[2-(1,1-dioxothiomorpholin-4-yl)ethoxy]-1H-inden-1-one obtained in Step 1 of Example 112 as a starting material instead of 6-(2-morpholinoethoxy)-2-bromo-3-phenyl-1H-inden-1-one and 3-quinolinylboronic acid instead of 3-pyridinylboronic acid to obtain the title compound (74%).